Dataset: the Open Reaction Database (ORD), a public repository of structured organic reaction records. Task: describe an organic reaction: reactants, conditions, products, and yield Starting materials: amine, C1=CN(C=N1)C(=O)N2C=CN=C2 (CDI), O1CCOCC1 (1,4-dioxane), C1CCOC1 (THF), C(Cl)Cl (DCM), amine, amine, amine. Solvent: N1=CC=CC=C1 (pyridine), N1=CC=CC=C1 (pyridine), CN(C)C=O (DMF), N1=CC=CC=C1 (pyridine). Run at time 16 hour. The product is CC1C(CCCC1)C(=O)Cl (2-Methylcyclohexanecarbonyl chloride). As a reaction SMILES: C1N=CN(C(N2C=N[CH:10]=[CH:9]2)=O)C=1.[O:13]1[CH2:18][CH2:17]OCC1.[CH2:19]1[CH2:23]O[CH2:21][CH2:20]1.C(Cl)[Cl:25]>N1C=CC=CC=1.CN(C=O)C>[CH3:9][CH:10]1[CH2:23][CH2:19][CH2:20][CH2:21][CH:17]1[C:18]([Cl:25])=[O:13]. Reported procedure: To a flask containing an amine or an amine salt (preferably 1 equiv) is added CDI (1-2 equiv, preferably 1.10 equiv) and an organic solvent (such as 1,4-dioxane, THF, DCM, DMF, or pyridine, preferably pyridine). If an amine salt is used, pyridine is used as the solvent. The reaction mixture is stirred at ambient temperature for about 2-24 h (preferably about 16 h). A second amine (1-3 equiv, preferably 1.10 equiv) is then added to the mixture which is stirred at ambient temperature for about 2-2... Reactants: ClCCl, C[Si](C)(C)CCO, CCN=C=NCCCN(C)C, CN(C)c1ccncc1, Cl, Cl, O=C1CCCC(C(=O)O)C1. The product is C[Si](C)(C)CCOC(=O)C1CCCC(=O)C1. Reaction SMILES: [CH2:39]([Cl:40])[Cl:41].[CH3:11][Si:12]([CH2:13][CH2:14][OH:15])([CH3:16])[CH3:17].[CH3:19][N:20]([CH3:21])[CH2:22][CH2:23][CH2:24][N:25]=[C:26]=[N:27][CH2:28][CH3:29].[CH3:30][N:31]([CH3:32])[c:33]1[cH:34][cH:35][n:36][cH:37][cH:38]1.[ClH:18].[ClH:42].[O:1]=[C:2]1[CH2:3][CH:4]([C:8](=[O:9])[OH:10])[CH2:5][CH2:6][CH2:7]1>>[O:1]=[C:2]1[CH2:3][CH:4]([C:8]([O:9][CH2:14][CH2:13][Si:12]([CH3:11])([CH3:16])[CH3:17])=[O:10])[CH2:5][CH2:6][CH2:7]1. The reactants are O=C([O-])[O-], CCCCCCCCCCCCCCCC(=O)O, CCOC(C)=O, O=C1CCc2ccc(OCCCCN3CCN(c4cccc(Cl)c4Cl)CC3)cc2N1C(=O)OCCl, [Cs+], [Cs+], CN(C)C=O. Product: CCCCCCCCCCCCCCCC(=O)OCOC(=O)N1C(=O)CCc2ccc(OCCCCN3CCN(c4cccc(Cl)c4Cl)CC3)cc21. Reaction SMILES: [C:54](=[O:55])([O-:56])[O-:57].[CH3:36][CH2:37][CH2:38][CH2:39][CH2:40][CH2:41][CH2:42][CH2:43][CH2:44][CH2:45][CH2:46][CH2:47][CH2:48][CH2:49][CH2:50][C:51]([OH:52])=[O:53].[CH3:65][CH2:66][O:67][C:68](=[O:69])[CH3:70].[Cl:1][c:2]1[c:3]([N:9]2[CH2:10][CH2:11][N:12]([CH2:15][CH2:16][CH2:17][CH2:18][O:19][c:20]3[cH:21][cH:22][c:23]4[c:28]([cH:29]3)[N:27]([C:30](=[O:31])[O:32][CH2:33][Cl:34])[C:26](=[O:35])[CH2:25][CH2:24]4)[CH2:13][CH2:14]2)[cH:4][cH:5][cH:6][c:7]1[Cl:8].[Cs+:58].[Cs+:59].[O:60]=[CH:61][N:62]([CH3:63])[CH3:64]>>[Cl:1][c:2]1[c:3]([N:9]2[CH2:10][CH2:11][N:12]([CH2:15][CH2:16][CH2:17][CH2:18][O:19][c:20]3[cH:21][cH:22][c:23]4[c:28]([cH:29]3)[N:27]([C:30](=[O:31])[O:32][CH2:33][O:53][C:51]([CH2:50][CH2:49][CH2:48][CH2:47][CH2:46][CH2:45][CH2:44][CH2:43][CH2:42][CH2:41][CH2:40][CH2:39][CH2:38][CH2:37][CH3:36])=[O:52])[C:26](=[O:35])[CH2:25][CH2:24]4)[CH2:13][CH2:14]2)[cH:4][cH:5][cH:6][c:7]1[Cl:8]. Starting materials: [BH4-], CO, CC1(C)Cc2cc(C=O)ccc2C(=CC(=O)c2ccccc2)N1, [Na+], C1CCOC1, O. As a reaction SMILES: [BH4-:24].[CH3:27][OH:28].[CH:1](=[O:2])[c:3]1[cH:4][c:5]2[c:10]([cH:11][cH:12]1)[C:9](=[CH:13][C:14](=[O:15])[c:16]1[cH:17][cH:18][cH:19][cH:20][cH:21]1)[NH:8][C:7]([CH3:22])([CH3:23])[CH2:6]2.[Na+:25].[O:29]1[CH2:30][CH2:31][CH2:32][CH2:33]1.[OH2:26]>>[CH2:1]([OH:2])[c:3]1[cH:4][c:5]2[c:10]([cH:11][cH:12]1)[C:9](=[CH:13][C:14](=[O:15])[c:16]1[cH:17][cH:18][cH:19][cH:20][cH:21]1)[NH:8][C:7]([CH3:22])([CH3:23])[CH2:6]2. Yields the product CC1(C)Cc2cc(CO)ccc2C(=CC(=O)c2ccccc2)N1. Starting materials: BrCC1=C(C(=O)OCC)C=CN=C1Cl (ethyl 3-(bromomethyl)-2-chloroisonicotinate), ClC=1C=C(C=NC1OCC(C(F)F)(F)F)CN ((5-chloro-6-(2,2,3,3-tetrafluoropropoxy)pyridin-3-yl)methanamine). Yields the product ClC1=NC=CC2=C1CN(C2=O)CC=2C=NC(=C(C2)Cl)OCC(C(F)F)(F)F (4-chloro-2-((5-chloro-6-(2,2,3,3-tetrafluoropropoxy)pyridin-3-yl)methyl)-2,3-dihydro-1H-pyrrolo[3,4-c]pyridin-1-one). Isolated yield 81.0%. As a reaction SMILES: Br[CH2:2][C:3]1[C:13]([Cl:14])=[N:12][CH:11]=[CH:10][C:4]=1[C:5]([O:7]CC)=O.[Cl:15][C:16]1[CH:17]=[C:18]([CH2:30][NH2:31])[CH:19]=[N:20][C:21]=1[O:22][CH2:23][C:24]([F:29])([F:28])[CH:25]([F:27])[F:26]>>[Cl:14][C:13]1[C:3]2[CH2:2][N:31]([CH2:30][C:18]3[CH:19]=[N:20][C:21]([O:22][CH2:23][C:24]([F:28])([F:29])[CH:25]([F:27])[F:26])=[C:16]([Cl:15])[CH:17]=3)[C:5](=[O:7])[C:4]=2[CH:10]=[CH:11][N:12]=1. Procedure details: The title compound is prepared in 81% yield (1.01 g, white solid) from ethyl 3-(bromomethyl)-2-chloroisonicotinate (917 mg, 3.29 mmol, Step-1 of Intermediate-1) and (5-chloro-6-(2,2,3,3-tetrafluoropropoxy)pyridin-3-yl)methanamine (800 mg, 2.93 mmol, Amine-87) in a similar manner to Intermediate-2. Starting materials: C=CCOC1CC(NCC(O[Si](C)(C)C(C)(C)C)C(N)Cc2ccccc2)c2cc(Oc3ccccc3)ccc21, C=CCC(C(=O)O)N(C)C(=O)CCCCC. Yields the product C=CCOC1CC(NCC(O[Si](C)(C)C(C)(C)C)C(Cc2ccccc2)NC(=O)C(CC=C)N(C)C(=O)CCCCC)c2cc(Oc3ccccc3)ccc21. As a reaction SMILES: [CH2:17]([CH:18]=[CH2:19])[O:20][CH:21]1[CH2:22][CH:23]([NH:37][CH2:38][CH:39]([CH:40]([CH2:41][c:42]2[cH:43][cH:44][cH:45][cH:46][cH:47]2)[NH2:48])[O:49][Si:50]([CH3:51])([CH3:52])[C:53]([CH3:54])([CH3:55])[CH3:56])[c:24]2[cH:25][c:26]([O:30][c:31]3[cH:32][cH:33][cH:34][cH:35][cH:36]3)[cH:27][cH:28][c:29]21.[CH3:1][N:2]([C:3]([CH2:4][CH2:5][CH2:6][CH2:7][CH3:8])=[O:9])[CH:10]([C:11](=[O:12])[OH:13])[CH2:14][CH:15]=[CH2:16]>>[CH3:1][N:2]([C:3]([CH2:4][CH2:5][CH2:6][CH2:7][CH3:8])=[O:9])[CH:10]([C:11](=[O:13])[NH:48][CH:40]([CH:39]([CH2:38][NH:37][CH:23]1[CH2:22][CH:21]([O:20][CH2:17][CH:18]=[CH2:19])[c:29]2[c:24]1[cH:25][c:26]([O:30][c:31]1[cH:32][cH:33][cH:34][cH:35][cH:36]1)[cH:27][cH:28]2)[O:49][Si:50]([CH3:51])([CH3:52])[C:53]([CH3:54])([CH3:55])[CH3:56])[CH2:41][c:42]1[cH:43][cH:44][cH:45][cH:46][cH:47]1)[CH2:14][CH:15]=[CH2:16]. Starting materials: [Li]C(C)(C)C, Clc1ccc(Cl)nc1, O, O=Cc1ccncc1. Product: OC(c1ccncc1)c1nc(Cl)ccc1Cl. As a reaction SMILES: [C:1]([Li:2])([CH3:3])([CH3:4])[CH3:5].[Cl:6][c:7]1[n:8][cH:9][c:10]([Cl:13])[cH:11][cH:12]1.[OH2:22].[n:14]1[cH:15][cH:16][c:17]([CH:20]=[O:21])[cH:18][cH:19]1>>[Cl:6][c:7]1[n:8][c:9]([CH:20]([c:17]2[cH:16][cH:15][n:14][cH:19][cH:18]2)[OH:21])[c:10]([Cl:13])[cH:11][cH:12]1.